This data is from the Open Reaction Database (ORD), a public repository of structured organic reaction records. The task is: describe an organic reaction: reactants, conditions, products, and yield The reactants are FC1=C(C(=C(C(=C1O)F)F)F)F (pentafluorophenol), TEA, ClC(=O)OCCCCCl (4-chlorobutyl chloroformate). Run in C(Cl)(Cl)Cl (CHCl3), C(Cl)(Cl)Cl (CHCl3), OS(=O)(=O)[O-].[K+] (KHSO4). Run at time 480 minute. Yields the product C(OCCCCCl)(OC1=C(C(=C(C(=C1F)F)F)F)F)=O (4-chlorobutyl pentafluorophenyl carbonate). Isolated yield 97.7%. As a reaction SMILES: [F:1][C:2]1[C:7]([OH:8])=[C:6]([F:9])[C:5]([F:10])=[C:4]([F:11])[C:3]=1[F:12].Cl[C:14]([O:16][CH2:17][CH2:18][CH2:19][CH2:20][Cl:21])=[O:15]>C(Cl)(Cl)Cl.OS([O-])(=O)=O.[K+]>[C:14](=[O:15])([O:8][C:7]1[C:2]([F:1])=[C:3]([F:12])[C:4]([F:11])=[C:5]([F:10])[C:6]=1[F:9])[O:16][CH2:17][CH2:18][CH2:19][CH2:20][Cl:21] |f:3.4|. Procedure details: To a solution of pentafluorophenol (1 g, 5.43 mmol) and TEA (0.91 ml, 6.52 mmol) in CHCl3 (8 ml), cooled to 0° C. and under nitrogen, a solution of 4-chlorobutyl chloroformate (0.76 ml, 5.43 mmol) in CHCl3 (1 ml) was dropped into. The mixture was allowed to warm to room temperature and stirred for 480 minutes. Then it was diluted with aqueous KHSO4 (2%), the two phases were separated and the organic phase was dried and evaporated yielding 4-chlorobutyl pentafluorophenyl carbonate (1.69 g, 98%) a... The reactants are CC(CC(C)(O)C)(C)C1=C(C=C(C=C1)C)O (2-(1,1,3-trimethyl-3-hydroxybutyl) 5-methyl-phenol), CC(CC(C)(O)C)(C)C1=C(C=C(C=C1)C)O (2-(1,1,3-trimethyl-3-hydroxybutyl) 5-methyl-phenol), S(O)(O)(=O)=O (sulfuric acid). The product is CC1(OC2=CC(=CC=C2C(C1)(C)C)C)C (2,2,4,4,7-Pentamethyl-chroman). Reaction SMILES: [CH3:1][C:2]([C:9]1[CH:14]=[CH:13][C:12]([CH3:15])=[CH:11][C:10]=1[OH:16])([CH3:8])[CH2:3][C:4]([CH3:7])(O)[CH3:5].S(=O)(=O)(O)O>>[CH3:7][C:4]1([CH3:5])[CH2:3][C:2]([CH3:1])([CH3:8])[C:9]2[C:10](=[CH:11][C:12]([CH3:15])=[CH:13][CH:14]=2)[O:16]1. Procedure details: To 2.16 g (11.7 mmol) of 2-(1,1,3-trimethyl-3-hydroxybutyl) 5-methyl-phenol (Compound 88) was added under nitrogen 50 ml of 20% aqueous sulfuric acid. The reaction mixture was heated at reflux for 13 h and then cooled. The organic layer was separated and the aqueous layer was extracted with ether. The organic extracts were combined and washed successively with water, saturated NaHCO3 solution, water again and saturated NaCl solution and then dried (MgSO4). The solvent was removed in vacuo to giv... Starting materials: C(OCC1=CC=CC=C1)(OCC1=CC=CC=C1)=O (dibenzyl carbonate), CN(C)C (trimethylamine), O (water). Solvent: CO (methanol). Conditions: time 5 hour. Yields the product C(O)([O-])=O.C[N+](CC1=CC=CC=C1)(C)C (Trimethylbenzylammonium hydrogencarbonate). RXN SMILES: [C:1](=[O:18])([O:10]CC1C=CC=CC=1)[O:2][CH2:3][C:4]1[CH:9]=[CH:8][CH:7]=[CH:6][CH:5]=1.[CH3:19][N:20]([CH3:22])[CH3:21].O>CO>[C:1](=[O:2])([O-:18])[OH:10].[CH3:19][N+:20]([CH3:22])([CH3:21])[CH2:3][C:4]1[CH:9]=[CH:8][CH:7]=[CH:6][CH:5]=1 |f:4.5|. Reported procedure: 101.6 g of dibenzyl carbonate, 23.6 g of trimethylamine, 60.5 g of water and 20.0 g of methanol were introduced in the same reactor as used in Preparation Example 1 and heated with stirring. After the temperature in the reactor reached 150° C., the reaction was continued for 5 hours at 150° C. Trimethylbenzylammonium hydrogencarbonate was obtained in a yield of 81.0 mol % (based on trimethylamine). Starting materials: Br, CCO, [H-], [Na+], BrCc1ccccc1-c1nc(-c2ccccc2)n[nH]1. The product is c1ccc(-c2nc3n(n2)Cc2ccccc2-3)cc1. Reaction SMILES: [BrH:1].[CH3:23][CH2:24][OH:25].[H-:21].[Na+:22].[c:2]1(-[c:8]2[n:9][nH:10][c:11](-[c:13]3[c:14]([CH2:19][Br:20])[cH:15][cH:16][cH:17][cH:18]3)[n:12]2)[cH:3][cH:4][cH:5][cH:6][cH:7]1>>[c:2]1(-[c:8]2[n:9][n:10]3[c:11]([n:12]2)-[c:13]2[c:14]([cH:15][cH:16][cH:17][cH:18]2)[CH2:19]3)[cH:3][cH:4][cH:5][cH:6][cH:7]1.